This data is from the Open Reaction Database (ORD), a public repository of structured organic reaction records. The task is: describe an organic reaction: reactants, conditions, products, and yield The reactants are COCCN(CCOC)S(F)(F)F (bis(2-methoxyethyl)aminosulfur trifluoride), C([O-])(O)=O.[Na+] (Sodium bicarbonate), [F-].[K+] (potassium fluoride), O=C1C2(CC2)CCN(C1)C(=O)OC(C)(C)C (tert-butyl 4-oxo-6-azaspiro[2.5]octane-6-carboxylate). The reagents and catalysts are [Cl-].C[N+](CCCCCCCC)(CCCCCCCC)CCCCCCCC (methyltrioctylammonium chloride). The solvent is C1(=CC=CC=C1)C (toluene), ClCCCl (1,2-dichloroethane). Reaction conditions: temperature 70 celsius, time 6 hour. Yields the product FC1(C2(CC2)CCN(C1)C(=O)OC(C)(C)C)F (tert-Butyl 4,4-difluoro-6-azaspiro[2.5]octane-6-carboxylate). Yield: 77.6%. RXN SMILES: O=[C:2]1[CH2:9][N:8]([C:10]([O:12][C:13]([CH3:16])([CH3:15])[CH3:14])=[O:11])[CH2:7][CH2:6][C:3]21[CH2:5][CH2:4]2.COCCN(S(F)(F)[F:27])CCOC.C(=O)(O)[O-].[Na+].[F-:35].[K+]>ClCCCl.C1(C)C=CC=CC=1.[Cl-].C[N+](CCCCCCCC)(CCCCCCCC)CCCCCCCC>[F:35][C:2]1([F:27])[CH2:9][N:8]([C:10]([O:12][C:13]([CH3:16])([CH3:15])[CH3:14])=[O:11])[CH2:7][CH2:6][C:3]21[CH2:5][CH2:4]2 |f:2.3,4.5,8.9|. Reported procedure: Silica gel (particle size 32-63 μm, 60 mg) was added to a solution of tert-butyl 4-oxo-6-azaspiro[2.5]octane-6-carboxylate (PCT Int. Appl. WO 2009010429; 1000 mg, 4.44 mmol) in 1,2-dichloroethane (1 ml). Then a solution of bis(2-methoxyethyl)aminosulfur trifluoride (3.1 g, 13.3 mmol) in toluene (3.6 ml) was slowly added. The resulting mixture was heated to 70° C. and was then stirred at this temperature for 6 h. Sodium bicarbonate (74.6 mg, 888 μmol), potassium fluoride (258 mg, 4.44 mmol) and m... The reactants are FC=1C=C(COC2=C(C=C(C=C2)NC2=NC=NC3=CC=C(C=C23)I)C#C[Si](C(C)C)(C(C)C)C(C)C)C=CC1 (N-(4-(3-fluorobenzyloxy)-3-(2-(triisopropylsilyl)ethynyl)phenyl)-6-iodoquinazolin-4-amine), 5-formylfuran-2-yl-2-boronic acid, C(=O)([O-])[O-].[K+].[K+] (K2CO3), COCCOC (DME), C(Cl)Cl (Methylene chloride). Reagents/catalysts: C1=CC=C(C=C1)P([C-]2C=CC=C2)C3=CC=CC=C3.C1=CC=C(C=C1)P([C-]2C=CC=C2)C3=CC=CC=C3.Cl[Pd]Cl.[Fe+2] (Pd(dppf)2Cl2). Run in C(C)O (Ethanol). Run at temperature 75 celsius. Yields the product FC=1C=C(COC2=C(C=C(C=C2)NC2=NC=NC3=CC=C(C=C23)C2=CC=C(O2)C=O)C#C[Si](C(C)C)(C(C)C)C(C)C)C=CC1 (5-(4-(4-(3-fluorobenzyloxy)-3-(2-(triisopropylsilyl)ethynyl)phenylamino)quinazolin-6-yl)furan-2-carbaldehyde). Yield: 75.0%. As a reaction SMILES: [F:1][C:2]1[CH:3]=[C:4]([CH:37]=[CH:38][CH:39]=1)[CH2:5][O:6][C:7]1[CH:12]=[CH:11][C:10]([NH:13][C:14]2[C:23]3[C:18](=[CH:19][CH:20]=[C:21](I)[CH:22]=3)[N:17]=[CH:16][N:15]=2)=[CH:9][C:8]=1[C:25]#[C:26][Si:27]([CH:34]([CH3:36])[CH3:35])([CH:31]([CH3:33])[CH3:32])[CH:28]([CH3:30])[CH3:29].[C:40]([O-:43])([O-])=O.[K+].[K+].[CH2:46](Cl)Cl.CO[CH2:51][CH2:52][O:53][CH3:54]>C(O)C.C1C=CC(P(C2C=CC=CC=2)[C-]2C=CC=C2)=CC=1.C1C=CC(P(C2C=CC=CC=2)[C-]2C=CC=C2)=CC=1.Cl[Pd]Cl.[Fe+2]>[F:1][C:2]1[CH:3]=[C:4]([CH:37]=[CH:38][CH:39]=1)[CH2:5][O:6][C:7]1[CH:12]=[CH:11][C:10]([NH:13][C:14]2[C:23]3[C:18](=[CH:19][CH:20]=[C:21]([C:54]4[O:53][C:52]([CH:40]=[O:43])=[CH:51][CH:46]=4)[CH:22]=3)[N:17]=[CH:16][N:15]=2)=[CH:9][C:8]=1[C:25]#[C:26][Si:27]([CH:34]([CH3:36])[CH3:35])([CH:31]([CH3:33])[CH3:32])[CH:28]([CH3:30])[CH3:29] |f:1.2.3,7.8.9.10|. Procedure: Under nitrogen atmosphere, Pd(dppf)2Cl2 (48 mg) was added to a mixture of N-(4-(3-fluorobenzyloxy)-3-(2-(triisopropylsilyl)ethynyl)phenyl)-6-iodoquinazolin-4-amine (420 mg, 0.65 mmole), 5-formylfuran-2-yl-2-boronic acid (108 mg, 1.2 equiv.) and 2M K2CO3 (4 mL) in Ethanol (4 mL) and DME (4 mL). The reaction mixture was heated at 75° C. for 4 h and cooled down to room temperature. Methylene chloride (30 mL) was added and washed with water and brine. The organic layer was dried over anhydrous magne... Starting materials: CC(C)(C)c1cc(CC(=O)Nc2cc(Cl)cc(Br)c2OC(=O)Cc2cc(C(C)(C)C)c(O)c(C(C)(C)C)c2)cc(C(C)(C)C)c1O, O=C([O-])[O-], CO, Cl, [K+], [K+]. The product is CC(C)(C)c1cc(CC(=O)Nc2cc(Cl)cc(Br)c2O)cc(C(C)(C)C)c1O. As a reaction SMILES: [C:1]([CH3:2])([CH3:3])([CH3:4])[c:5]1[cH:6][c:7]([CH2:16][C:17](=[O:18])[NH:19][c:20]2[cH:21][c:22]([Cl:46])[cH:23][c:24]([Br:45])[c:25]2[O:26][C:27](=[O:28])[CH2:29][c:30]2[cH:31][c:32]([C:33]([CH3:34])([CH3:35])[CH3:36])[c:37]([OH:38])[c:39]([C:40]([CH3:41])([CH3:42])[CH3:43])[cH:44]2)[cH:8][c:9]([C:12]([CH3:13])([CH3:14])[CH3:15])[c:10]1[OH:11].[C:47](=[O:48])([O-:49])[O-:50].[CH3:54][OH:55].[ClH:53].[K+:51].[K+:52]>>[C:1]([CH3:2])([CH3:3])([CH3:4])[c:5]1[cH:6][c:7]([CH2:16][C:17](=[O:18])[NH:19][c:20]2[cH:21][c:22]([Cl:46])[cH:23][c:24]([Br:45])[c:25]2[OH:26])[cH:8][c:9]([C:12]([CH3:13])([CH3:14])[CH3:15])[c:10]1[OH:11]. Reaction SMILES: [C:27]([O:28][OH:29])(=[O:30])[CH3:31].[CH3:1][CH:2]=[CH:3][CH2:4][CH2:5][CH2:6][CH2:7][CH2:8][CH2:9][CH2:10][CH2:11][CH2:12][CH2:13][CH2:14][CH2:15][CH2:16][CH2:17][CH2:18][CH2:19][CH3:20].[CH3:21][C:22]([OH:23])=[O:24].[Na+:26].[OH-:25].[OH2:32]>>[CH3:1][CH:2]1[CH:3]([CH2:4][CH2:5][CH2:6][CH2:7][CH2:8][CH2:9][CH2:10][CH2:11][CH2:12][CH2:13][CH2:14][CH2:15][CH2:16][CH2:17][CH2:18][CH2:19][CH3:20])[O:23]1. Yields the product CCCCCCCCCCCCCCCCCC1OC1C. Reactants: CC(=O)OO, CC=CCCCCCCCCCCCCCCCCC, CC(=O)O, [Na+], [OH-], O. Reactants: CCO, Cl, [H][H], c1ccc(C(=C2CCCNC2)c2ccccc2)cc1. Product: Cl, c1ccc(C(c2ccccc2)C2CCCNC2)cc1. As a reaction SMILES: [CH3:23][CH2:24][OH:25].[ClH:1].[H:21][H:22].[c:2]1([C:8](=[C:9]2[CH2:10][NH:11][CH2:12][CH2:13][CH2:14]2)[c:15]2[cH:16][cH:17][cH:18][cH:19][cH:20]2)[cH:3][cH:4][cH:5][cH:6][cH:7]1>>[ClH:1].[c:2]1([CH:8]([CH:9]2[CH2:10][NH:11][CH2:12][CH2:13][CH2:14]2)[c:15]2[cH:16][cH:17][cH:18][cH:19][cH:20]2)[cH:3][cH:4][cH:5][cH:6][cH:7]1. The reactants are COC1=NC(=NC(=C1)OC)OC1=C(C(=O)OC)C=CC(=C1)[N+](=O)[O-] (methyl 2-(4,6-dimethoxypyrimidin-2-yl)oxy-4-nitrobenzoate), [OH-].[Na+] (sodium hydroxide), O (water). Run in C(C)O (ethanol). The product is COC1=NC(=NC(=C1)OC)OC1=C(C(=O)O)C=CC(=C1)[N+](=O)[O-] (2-(4,6-dimethoxvpyrimidin-2-yl)oxy-4-nitrobenzoic acid). Yield: 78.3%. RXN SMILES: [CH3:1][O:2][C:3]1[CH:8]=[C:7]([O:9][CH3:10])[N:6]=[C:5]([O:11][C:12]2[CH:21]=[C:20]([N+:22]([O-:24])=[O:23])[CH:19]=[CH:18][C:13]=2[C:14]([O:16]C)=[O:15])[N:4]=1.[OH-].[Na+].O>C(O)C>[CH3:1][O:2][C:3]1[CH:8]=[C:7]([O:9][CH3:10])[N:6]=[C:5]([O:11][C:12]2[CH:21]=[C:20]([N+:22]([O-:24])=[O:23])[CH:19]=[CH:18][C:13]=2[C:14]([OH:16])=[O:15])[N:4]=1 |f:1.2|. Reported procedure: To a suspension in ethanol (20 ml) of methyl 2-(4,6-dimethoxypyrimidin-2-yl)oxy-4-nitrobenzoate (2.4 g), an equimolar amount of an aqueous sodium hydroxide solution (20 ml) was added, and the mixture was reacted at room temperature for 12 hours under stirring. The reaction mixture was poured into water, and extracted with ethyl ether, and non-reacted starting materials were removed. Then, the aqueous phase was acidified with a 10% hydrochloric acid aqueous solution. This was extracted with ethyl...